describe an organic reaction: reactants, conditions, products, and yield From a dataset of the Open Reaction Database (ORD), a public repository of structured organic reaction records. The reactants are N[C@@H]1CN(CC12CC2)C2=C(C=C1C(C(=CN(C1=C2OC)[C@H]2[C@H](C2)F)C(=O)O)=O)F ((−)-7-[(7S)-7-amino-5-azaspiro[2.4]heptan-5-yl]-6-fluoro-1-[(1R, 2S)-2-fluoro-1-cyclopropyl]-1,4-dihydro-8-methoxy-4-oxo-3-quinolinecarboxylic acid), Cl (hydrochloric acid). The solvent is CC(C)O (2-propanol). Conditions: temperature 60 celsius, time 1.5 hour. The product is O.Cl.N[C@@H]1CN(CC12CC2)C2=C(C=C1C(C(=CN(C1=C2OC)[C@H]2[C@H](C2)F)C(=O)O)=O)F ((−)-7-{(7S)-7-amino-5-azaspiro[2.4]heptan-5-yl}-6-fluoro-1-[(1R, 2S)-2-fluoro-1-cyclopropyl]-1,4-dihydro-8-methoxy-4-oxo-3-quinolinecarboxylic acid monohydrochloride monohydrate). Isolated yield 82.7%. As a reaction SMILES: [NH2:1][C@H:2]1[C:6]2([CH2:8][CH2:7]2)[CH2:5][N:4]([C:9]2[C:18]([O:19][CH3:20])=[C:17]3[C:12]([C:13](=[O:28])[C:14]([C:25]([OH:27])=[O:26])=[CH:15][N:16]3[C@@H:21]3[CH2:23][C@@H:22]3[F:24])=[CH:11][C:10]=2[F:29])[CH2:3]1.[ClH:30]>CC(O)C>[OH2:19].[ClH:30].[NH2:1][C@H:2]1[C:6]2([CH2:7][CH2:8]2)[CH2:5][N:4]([C:9]2[C:18]([O:19][CH3:20])=[C:17]3[C:12]([C:13](=[O:28])[C:14]([C:25]([OH:27])=[O:26])=[CH:15][N:16]3[C@@H:21]3[CH2:23][C@@H:22]3[F:24])=[CH:11][C:10]=2[F:29])[CH2:3]1 |f:3.4.5|. Procedure: In a 3-liter teardrop flask, crystalline (−)-7-[(7S)-7-amino-5-azaspiro[2.4]heptan-5-yl]-6-fluoro-1-[(1R, 2S)-2-fluoro-1-cyclopropyl]-1,4-dihydro-8-methoxy-4-oxo-3-quinolinecarboxylic acid 0.5 hydrate (61.3 g; 148 mmol: calculated based on the free form: 60.0 g) was suspended in 2-propanol (720 ml). Subsequently, hydrochloric acid (5N: 59.2 ml; 296 mmol) was slowly added dropwise to the suspension while being stirred under ice cooling. The thus-obtained mixture was brought to room temperature, a... Reactants: ClC1=C(C#N)C=C(C(=C1)Cl)F (2,4-dichloro-5-fluorobenzonitrile), [F-].[K+] (potassium fluoride), trimethyl(ethoxypolyoxypropyl)ammonium chloride, CC(C)CC(CO)O (polyethylene glycol dimethyl ether), C=1(C(=CC=CC1)C)C (xylene). Reagents/catalysts: [Br-].C(CCC)[P+](CCCC)(CCCC)CCCC (tetrabutylphosphonium bromide). Reaction conditions: temperature 130 celsius, time 8 hour. The product is ClC1=C(C#N)C=C(C(=C1)F)F (2-chloro-4,5-difluorobenzonitrile). RXN SMILES: [F-:1].[K+].CC(CC(O)CO)C.[Cl:11][C:12]1[CH:19]=[C:18](Cl)[C:17]([F:21])=[CH:16][C:13]=1[C:14]#[N:15].C1(C)C(C)=CC=CC=1>[Br-].C([P+](CCCC)(CCCC)CCCC)CCC>[Cl:11][C:12]1[CH:19]=[C:18]([F:1])[C:17]([F:21])=[CH:16][C:13]=1[C:14]#[N:15] |f:0.1,5.6|. Procedure: In a 100 ml flange flask fitted with a distillation bridge and anchor stirrer, 14.5 g (0.25 mol) of potassium fluoride, 4.8 g (0.007 mol) of trimethyl(ethoxypolyoxypropyl)ammonium chloride, 6.2 g (0.012 mol) of polyethylene glycol dimethyl ether 500 and 2.4 g (0.007 mol) of tetrabutylphosphonium bromide were introduced at 100° C. into the melt of 47.5 g (0.25 mol) of 2,4-dichloro-5-fluorobenzonitrile. Subsequently, 10 g (0.09 mol) of xylene were added and the reaction suspension was azeotropical... The reactants are Br, CCC(C)(C)C(=O)O, COCCn1c(C)c(C)sc1=N. The product is CCC(C)(C)C(=O)N=c1sc(C)c(C)n1CCOC. As a reaction SMILES: [BrH:1].[CH3:14][CH2:15][C:16]([CH3:17])([CH3:18])[C:19]([OH:20])=[O:21].[CH3:2][O:3][CH2:4][CH2:5][n:6]1[c:7](=[NH:13])[s:8][c:9]([CH3:12])[c:10]1[CH3:11]>>[CH3:2][O:3][CH2:4][CH2:5][n:6]1[c:7](=[N:13][C:19]([C:16]([CH2:15][CH3:14])([CH3:17])[CH3:18])=[O:20])[s:8][c:9]([CH3:12])[c:10]1[CH3:11]. Reactants: FC1=CC=C(C(=O)/C(/C#N)=C(\C)/OC)C=C1 (2-(p-fluorobenzoyl)-3-methoxycrotononitrile), C(C1=CC=CC=C1)(=O)/C(/C#N)=C(\C)/OC (2-benzoyl-3-methoxycrotononitrile). Yields the product FC1=CC=C(C(=O)/C(/C#N)=C(\C)/NC)C=C1 (2-(p-Fluorobenzoyl)-3-methylaminocrotononitrile). RXN SMILES: [F:1][C:2]1[CH:16]=[CH:15][C:5]([C:6](/[C:8](=[C:11](/OC)\[CH3:12])/[C:9]#[N:10])=[O:7])=[CH:4][CH:3]=1.C(/C(=C(/OC)\C)/[C:26]#[N:27])(=O)C1C=CC=CC=1>>[F:1][C:2]1[CH:16]=[CH:15][C:5]([C:6](/[C:8](=[C:11](/[NH:27][CH3:26])\[CH3:12])/[C:9]#[N:10])=[O:7])=[CH:4][CH:3]=1. Reported procedure: The procedure of Example 15 is repeated substituting an equimolecular amount of 2-(p-fluorobenzoyl)-3-methoxycrotononitrile for the 2-benzoyl-3-methoxycrotononitrile employed in that example. There is thus obtained the title compound after purification by column chromatography.